From a dataset of the Open Reaction Database (ORD), a public repository of structured organic reaction records. describe an organic reaction: reactants, conditions, products, and yield Procedure: L-Pyroglutamyl-L-phenylalanine (4.10 g, 0.0148 mol) was allowed to react with DCC (3.37 g, 0.0163 mol) and N-hydroxysuccinimide (1.88 g, 0.0163 mol) in 60 ml of THF at ice bath temperature for 3 hours, and then at room temperature overnight. The reaction mixture was filtered and the filtrate was added drop-wise to a solution of sodium cyanamide (1.90 g, 0.0297 mol) in 60 ml of distilled water at ice bath temperature. The reaction was allowed to proceed at this temperature for 6 hours. The reacti... As a reaction SMILES: [NH:1]1[C:5](=[O:6])[CH2:4][CH2:3][C@H:2]1[C:7]([NH:9][C@H:10]([C:18]([OH:20])=O)[CH2:11][C:12]1[CH:17]=[CH:16][CH:15]=[CH:14][CH:13]=1)=[O:8].C1CCC([N:27]=[C:28]=[N:29]C2CCCCC2)CC1.ON1C(=O)CCC1=O.N#CN.[Na].Cl.[Cl-].[Na+]>C1COCC1.O>[NH:1]1[C:5](=[O:6])[CH2:4][CH2:3][C@H:2]1[C:7]([NH:9][C@H:10]([C:18]([NH:29][C:28]#[N:27])=[O:20])[CH2:11][C:12]1[CH:13]=[CH:14][CH:15]=[CH:16][CH:17]=1)=[O:8] |f:3.4,6.7,^1:46|. Run at time 6 hour. Starting materials: Cl (HCl), N1[C@@H](CCC1=O)C(=O)N[C@@H](CC1=CC=CC=C1)C(=O)O (L-Pyroglutamyl-L-phenylalanine), mixture, [Cl-].[Na+] (sodium chloride), C1CCC(CC1)N=C=NC2CCCCC2 (DCC), ON1C(CCC1=O)=O (N-hydroxysuccinimide), N#CN.[Na] (sodium cyanamide). Yield: 42.5%. Yields the product N1[C@@H](CCC1=O)C(=O)N[C@@H](CC1=CC=CC=C1)C(=O)NC#N (L-Pyroglutamyl-L-phenylalanylcyanamide). Solvent: C1CCOC1 (THF), O (water).